This data is from the Open Reaction Database (ORD), a public repository of structured organic reaction records. The task is: describe an organic reaction: reactants, conditions, products, and yield Starting materials: Cl.NO (hydroxylamine hydrochloride), [OH-].[K+] (potassium hydroxide), N1=NC=C(C2=CC=CC=C12)C#N (cinnoline-4-carbonitrile). Run in C(C)O (ethanol). Reaction conditions: time 20 minute. Product: N1=NC=C(C2=CC=CC=C12)C(=O)N (Cinnoline-4-carboxamide). RXN SMILES: Cl.N[OH:3].[OH-].[K+].[N:6]1[C:15]2[C:10](=[CH:11][CH:12]=[CH:13][CH:14]=2)[C:9]([C:16]#[N:17])=[CH:8][N:7]=1>C(O)C>[N:6]1[C:15]2[C:10](=[CH:11][CH:12]=[CH:13][CH:14]=2)[C:9]([C:16]([NH2:17])=[O:3])=[CH:8][N:7]=1 |f:0.1,2.3|. Reported procedure: 0.76 g of hydroxylamine hydrochloride was added to a stirred solution of 0.72 g of 85% aqueous potassium hydroxide in 25 ml of absolute ethanol at room temperature. The mixture was stirred at room temperature for 20 minutes, then 1.55 g of 27C was added and the mixture was heated at reflux for 3 hours, held overnight at room temperature, and filtered. The filtrate was stripped of solvent to give a dark oil, from which a yellow solid precipitated on standing. The solid was separated, and stirred ... Reactants: CNC(=O)C1=NC=CC(=C1)OC1=CC(=C(C=C1)NC(=O)NC1=CC(=C(C=C1)Cl)C(F)(F)F)F (4{4-[3-(4-chloro-3-trifluoromethylphenyl)-ureido]-3-fluorophenoxy}-pyridine-2-carboxylic acid methylamide), base, CS(=O)(=O)O (methanesulfonic acid). Solvent: C(C)O (Ethanol), C(C)O (ethanol). The product is S(C)(=O)(=O)O.CNC(=O)C1=NC=CC(=C1)OC1=CC(=C(C=C1)NC(=O)NC1=CC(=C(C=C1)Cl)C(F)(F)F)F (4{4-[3-(4-chloro-3-trifluoromethylphenyl)-ureido]-3-fluorophenoxy}-pyridine-2-carboxylic acid methylamide mesylate). RXN SMILES: [CH3:1][NH:2][C:3]([C:5]1[CH:10]=[C:9]([O:11][C:12]2[CH:17]=[CH:16][C:15]([NH:18][C:19]([NH:21][C:22]3[CH:27]=[CH:26][C:25]([Cl:28])=[C:24]([C:29]([F:32])([F:31])[F:30])[CH:23]=3)=[O:20])=[C:14]([F:33])[CH:13]=2)[CH:8]=[CH:7][N:6]=1)=[O:4].[CH3:34][S:35]([OH:38])(=[O:37])=[O:36]>C(O)C>[S:35]([OH:38])(=[O:37])(=[O:36])[CH3:34].[CH3:1][NH:2][C:3]([C:5]1[CH:10]=[C:9]([O:11][C:12]2[CH:17]=[CH:16][C:15]([NH:18][C:19]([NH:21][C:22]3[CH:27]=[CH:26][C:25]([Cl:28])=[C:24]([C:29]([F:32])([F:31])[F:30])[CH:23]=3)=[O:20])=[C:14]([F:33])[CH:13]=2)[CH:8]=[CH:7][N:6]=1)=[O:4] |f:3.4|. Reported procedure: The compound of example 1 as a free base (2.25 g) was dissolved in ethanol (100 mL) and a stock solution of methanesulfonic acid (excess) was added. The solution was then concentrated in vacuo to afford a yellow oil. Ethanol was added and concentration repeated, affording 2.41 g of off-white solids. The crude salt was dissolved in hot ethanol (˜125 mL) and then cooled slowly to crystallize. After reaching room temperature, the flask was placed in a freezer overnight. The colorless crystalline ma...